Task: describe an organic reaction: reactants, conditions, products, and yield. Dataset: the Open Reaction Database (ORD), a public repository of structured organic reaction records Procedure: To 5-[[(4-nitrophenyl)sulfanyl]methyl]-1,2,3,4-tetrazole (6.3 g) were added acetonitrile (315 ml), and then, to this solution was added potassium carbonate (4.5 g) and iodomethane (1.75 ml), and the mixture was stirred for 240 hours at room temperature. The solvent was removed under reduced pressure, and to the obtained residue was added ethyl acetate, and the organic layer was washed with water and saturated brine, and dried over magnesium sulfate. The solvent was removed under reduced pressure... Reactants: [N+](=O)([O-])C1=CC=C(C=C1)SCC1=NN=NN1 (5-[[(4-nitrophenyl)sulfanyl]methyl]-1,2,3,4-tetrazole), C([O-])([O-])=O.[K+].[K+] (potassium carbonate), IC (iodomethane). Run in C(C)#N (acetonitrile). The product is CN1N=NN=C1CSC1=CC=C(C=C1)[N+](=O)[O-] (1-methyl-5-[[(4-nitrophenyl)sulfanyl]methyl]-1,2,3,4-tetrazole), CN1N=C(N=N1)CSC1=CC=C(C=C1)[N+](=O)[O-] (2-methyl-5-[[(4-nitrophenyl)sulfanyl]methyl]-1,2,3,4-tetrazole). RXN SMILES: [N+:1]([C:4]1[CH:9]=[CH:8][C:7]([S:10][CH2:11][C:12]2[NH:16][N:15]=[N:14][N:13]=2)=[CH:6][CH:5]=1)([O-:3])=[O:2].[C:17](=O)([O-])[O-].[K+].[K+].I[CH3:24]>C(#N)C>[CH3:17][N:13]1[C:12]([CH2:11][S:10][C:7]2[CH:8]=[CH:9][C:4]([N+:1]([O-:3])=[O:2])=[CH:5][CH:6]=2)=[N:16][N:15]=[N:14]1.[CH3:24][N:14]1[N:15]=[N:16][C:12]([CH2:11][S:10][C:7]2[CH:8]=[CH:9][C:4]([N+:1]([O-:3])=[O:2])=[CH:5][CH:6]=2)=[N:13]1 |f:1.2.3|. Run at time 240 hour. The reactants are C1(=CC=CC=C1)CC#N (phenylacetonitrile), BrCCO[Si](C)(C)C ((2-bromoethoxy)trimethyl-silane), CC(C)([O-])C.[K+] (potassium tert-butoxide). Solvent: C1(=CC=CC=C1)C (toluene). Yields the product C1(=CC=CC=C1)C(C#N)CCO[Si](C)(C)C (2-phenyl-4-trimethylsilanyloxy-butyronitrile). As a reaction SMILES: CC(C)([O-])C.[K+].[C:7]1([CH2:13][C:14]#[N:15])[CH:12]=[CH:11][CH:10]=[CH:9][CH:8]=1.Br[CH2:17][CH2:18][O:19][Si:20]([CH3:23])([CH3:22])[CH3:21]>C1(C)C=CC=CC=1>[C:7]1([CH:13]([CH2:17][CH2:18][O:19][Si:20]([CH3:23])([CH3:22])[CH3:21])[C:14]#[N:15])[CH:12]=[CH:11][CH:10]=[CH:9][CH:8]=1 |f:0.1|. Procedure details: A suspension of potassium tert-butoxide (12.3 g) in toluene (200 mL) was treated dropwise with a mixture of phenylacetonitrile (12.9 g) and (2-bromoethoxy)trimethyl-silane (23.8 g) at room temperature. Upon completion of the addition, the reaction mixture was refluxed for 5 h, then cooled to room temperature and quenched by pouring onto a mixture of ice and water. The formed organic phase was separated and the aqueous phase was extracted with benzene. The combined organic phases were washed with... The reactants are C1CCC2=NCCCN2CC1, COCCOC, CS(=O)(=O)c1nc(N)nc(-c2ccc3c(c2)OCO3)c1C#N, Oc1ccccc1. Product: N#Cc1c(Oc2ccccc2)nc(N)nc1-c1ccc2c(c1)OCO2. As a reaction SMILES: [CH2:30]1[CH2:31][CH2:32][C:33]2=[N:38][CH2:37][CH2:36][CH2:35][N:34]2[CH2:39][CH2:40]1.[CH3:41][O:42][CH2:43][CH2:44][O:45][CH3:46].[NH2:1][c:2]1[n:3][c:4]([S:19]([CH3:20])(=[O:21])=[O:22])[c:5]([C:17]#[N:18])[c:6](-[c:8]2[cH:9][c:10]3[c:11]([cH:15][cH:16]2)[O:12][CH2:13][O:14]3)[n:7]1.[OH:23][c:24]1[cH:25][cH:26][cH:27][cH:28][cH:29]1>>[NH2:1][c:2]1[n:3][c:4]([O:23][c:24]2[cH:25][cH:26][cH:27][cH:28][cH:29]2)[c:5]([C:17]#[N:18])[c:6](-[c:8]2[cH:9][c:10]3[c:11]([cH:15][cH:16]2)[O:12][CH2:13][O:14]3)[n:7]1.